From a dataset of the Open Reaction Database (ORD), a public repository of structured organic reaction records. describe an organic reaction: reactants, conditions, products, and yield Starting materials: [BH4-].[Li+] (lithium borohydride), BrC1=C(C=C(C(=O)OC)C=C1)OC(F)(F)F (methyl 4-bromo-3-(trifluoromethoxy)benzoate). Solvent: C1CCOC1 (THF). Run at temperature 70 celsius. Yields the product BrC1=C(C=C(C=C1)CO)OC(F)(F)F ((4-Bromo-3-(trifluoromethoxy)phenyl)methanol). The yield is 95.5%. As a reaction SMILES: [BH4-].[Li+].[Br:3][C:4]1[CH:13]=[CH:12][C:7]([C:8](OC)=[O:9])=[CH:6][C:5]=1[O:14][C:15]([F:18])([F:17])[F:16]>C1COCC1>[Br:3][C:4]1[CH:13]=[CH:12][C:7]([CH2:8][OH:9])=[CH:6][C:5]=1[O:14][C:15]([F:16])([F:18])[F:17] |f:0.1|. Procedure: To a solution of lithium borohydride (1.16 g, 53.4 mmol) in THF (100 mL) was added methyl 4-bromo-3-(trifluoromethoxy)benzoate (10.6 g, 35.6 mmol) at 0° C., and the resulting solution was heated at 70° C. for 3 h under nitrogen atmosphere. The reaction was quenched with water and the mixture was extracted with ethyl acetate. The combined organic layers were washed with saturated brine, dried over anhydrous sodium sulfate and filtered. The filtrate was evaporated under vacuum to afford the crude ... The reactants are ClC1=NC=C(C2=C1N=C(S2)C)B(O)O (4-chloro-2-methyl-thiazolo[4,5-c]pyridine-7-boronic acid), BrC=1C=NC=C(C1)C (3-bromo-5-methylpyridine), NC=1N=C(SC1)C (4-amino-2-methylthiazole). The product is CC=1SC2=C(C(=NC=C2C=2C=NC=C(C2)C)NC=2N=C(SC2)C)N1 ([2-Methyl-7-(5-methyl-pyridin-3-yl)-thiazolo[4,5-c]pyridin-4-yl]-(2-methyl-thiazol-4-yl)-amine). As a reaction SMILES: Cl[C:2]1[C:7]2[N:8]=[C:9]([CH3:11])[S:10][C:6]=2[C:5](B(O)O)=[CH:4][N:3]=1.Br[C:16]1[CH:17]=[N:18][CH:19]=[C:20]([CH3:22])[CH:21]=1.[NH2:23][C:24]1[N:25]=[C:26]([CH3:29])[S:27][CH:28]=1>>[CH3:11][C:9]1[S:10][C:6]2[C:5]([C:16]3[CH:17]=[N:18][CH:19]=[C:20]([CH3:22])[CH:21]=3)=[CH:4][N:3]=[C:2]([NH:23][C:24]3[N:25]=[C:26]([CH3:29])[S:27][CH:28]=3)[C:7]=2[N:8]=1. Reported procedure: The title compound, MS: m/e=354.3 (M+H+), was prepared in accordance with the general method of example 2, step 1 and step 2 from 4-chloro-2-methyl-thiazolo[4,5-c]pyridine-7-boronic acid (Example D), 3-bromo-5-methylpyridine and 4-amino-2-methylthiazole (Example C). The reactants are C1(=CC=CC=C1)P(C1=CC=CC=C1)(C1=CC=CC=C1)=O (triphenylphosphine oxide), ice, FC(S(=O)(=O)OS(=O)(=O)C(F)(F)F)(F)F (trifluoromethanesulfonic anhydride), C(C1=CC=CC=C1)SC(CNC(=O)C=1NC2=C(C=C(C=C2C1)OC1=CC=C(C=C1)S(=O)(=O)C)OC(COC)C)C(OC)OC (N-[2-(benzylsulfanyl)-3,3-dimethoxypropyl]-7-(2-methoxy-1-methylethoxy)-5-[4-(methylsulfonyl)phenoxy]-1H-indole-2-carboxamide), C1(=CC=CC=C1)SC (thioanisole). Solvent: C(C)#N (acetonitrile), C(C)#N (acetonitrile). Run at temperature 4 celsius, time 30 minute. Yields the product COC(C1CN=C(S1)C=1NC2=C(C=C(C=C2C1)OC1=CC=C(C=C1)S(=O)(=O)C)OC(COC)C)OC (2-[5-(Dimethoxymethyl)-4,5-dihydro-1,3-thiazol-2-yl]-7-(2-methoxy-1-methylethoxy)-5-[4-(methylsulfonyl)phenoxy]-1H-indole). Yield: 10.1%. RXN SMILES: C1(P(=O)(C2C=CC=CC=2)C2C=CC=CC=2)C=CC=CC=1.FC(F)(F)S(OS(C(F)(F)F)(=O)=O)(=O)=O.C([S:43][CH:44]([CH:75]([O:78][CH3:79])[O:76][CH3:77])[CH2:45][NH:46][C:47]([C:49]1[NH:50][C:51]2[C:56]([CH:57]=1)=[CH:55][C:54]([O:58][C:59]1[CH:64]=[CH:63][C:62]([S:65]([CH3:68])(=[O:67])=[O:66])=[CH:61][CH:60]=1)=[CH:53][C:52]=2[O:69][CH:70]([CH3:74])[CH2:71][O:72][CH3:73])=O)C1C=CC=CC=1.C1(SC)C=CC=CC=1>C(#N)C>[CH3:77][O:76][CH:75]([O:78][CH3:79])[CH:44]1[S:43][C:47]([C:49]2[NH:50][C:51]3[C:56]([CH:57]=2)=[CH:55][C:54]([O:58][C:59]2[CH:60]=[CH:61][C:62]([S:65]([CH3:68])(=[O:66])=[O:67])=[CH:63][CH:64]=2)=[CH:53][C:52]=3[O:69][CH:70]([CH3:74])[CH2:71][O:72][CH3:73])=[N:46][CH2:45]1. Procedure details: To an ice-cooled and stirred solution of triphenylphosphine oxide (0.43 g) in acetonitrile (8 mL) was added trifluoromethanesulfonic anhydride (0.13 mL), and the mixture was stirred at 4° C. for 30 min, followed by an addition of a solution of N-[2-(benzylsulfanyl)-3,3-dimethoxypropyl]-7-(2-methoxy-1-methylethoxy)-5-[4-(methylsulfonyl)phenoxy]-1H-indole-2-carboxamide (0.25 g) and thioanisole (0.093 mL) in acetonitrile (5 mL). After stirring at 4° C. for 30 min, the reaction mixture was partition... The reactants are NC1=NC(N(C=C1)CC1CC1)=O (4-amino-1-cyclopropylmethyl-1H-pyrimidin-2-one), ClCC(=O)CCl (1,3-dichloroacetone), ClCC=1N=C2N(C(N(C=C2)C2=CC=C(C=C2)F)=O)C1 (2-chloromethyl-6-(4-fluoro-phenyl)-6H-imidazo[1,2-c]pyrimidin-5-one). Product: ClCC=1N=C2N(C(N(C=C2)CC2CC2)=O)C1 (2-Chloromethyl-6-cyclopropylmethyl-6H-imidazo[1,2-c]pyrimidin-5-one). Reported procedure: 2-Chloromethyl-6-cyclopropylmethyl-6H-imidazo[1,2-c]pyrimidin-5-one was prepared from 4-amino-1-cyclopropylmethyl-1H-pyrimidin-2-one and 1,3-dichloroacetone using the methods described above for the preparation of 2-chloromethyl-6-(4-fluoro-phenyl)-6H-imidazo[1,2-c]pyrimidin-5-one. RXN SMILES: NC1C=CN(CC2CC2)C(=O)N=1.ClCC(CCl)=O.[Cl:19][CH2:20][C:21]1[N:22]=[C:23]2[CH:28]=[CH:27][N:26]([C:29]3[CH:34]=[CH:33][C:32](F)=CC=3)[C:25](=[O:36])[N:24]2[CH:37]=1>>[Cl:19][CH2:20][C:21]1[N:22]=[C:23]2[CH:28]=[CH:27][N:26]([CH2:29][CH:34]3[CH2:33][CH2:32]3)[C:25](=[O:36])[N:24]2[CH:37]=1. Starting materials: O=C(O)c1ccc([N+](=O)[O-])s1, COc1ccc(N)cc1C. Reagents/catalysts: CN(C)C(=[N+](C)C)ON1C2=CC=CC=C2N=N1.F[P-](F)(F)(F)(F)F (HBTU), CCN(C(C)C)C(C)C (DIPEA). The solvent is CN(C)C=O (DMF), CN(C)C=O (DMF), CN(C)C=O (DMF), CN(C)C=O (DMF), CN(C)C=O (DMF), CN(C)C=O (DMF). Conditions: temperature 25 celsius, time 2 hour. The product is COc1ccc(NC(=O)c2ccc([N+](=O)[O-])s2)cc1C. The yield is 72.6%. RXN SMILES: COc1ccc(N)cc1C.O=C(O)c1ccc([N+](=O)[O-])s1.CN(C)C(=[N+](C)C)ON1C2=CC=CC=C2N=N1.F[P-](F)(F)(F)(F)F.CCN(C(C)C)C(C)C.CN(C)C=O>>COc1ccc(NC(=O)c2ccc([N+](=O)[O-])s2)cc1C.